This data is from the Open Reaction Database (ORD), a public repository of structured organic reaction records. The task is: describe an organic reaction: reactants, conditions, products, and yield Starting materials: BrC1=CC=C(C=C1)[N+](=O)[O-] (1-bromo-4-nitrobenzene), BrC1=CC2=CC=CC=C2C=C1 (2-bromonaphthalene). The reagents and catalysts are [Cu] (copper). Product: [N+](=O)([O-])C1=CC=C(C=C1)C1=CC2=CC=CC=C2C=C1 (2-(4-nitrophenyl)naphthalene). Reaction SMILES: Br[C:2]1[CH:7]=[CH:6][C:5]([N+:8]([O-:10])=[O:9])=[CH:4][CH:3]=1.Br[C:12]1[CH:21]=[CH:20][C:19]2[C:14](=[CH:15][CH:16]=[CH:17][CH:18]=2)[CH:13]=1>[Cu]>[N+:8]([C:5]1[CH:6]=[CH:7][C:2]([C:12]2[CH:21]=[CH:20][C:19]3[C:14](=[CH:15][CH:16]=[CH:17][CH:18]=3)[CH:13]=2)=[CH:3][CH:4]=1)([O-:10])=[O:9]. Procedure: 202 g of 1-bromo-4-nitrobenzene and 207 g of 2-bromonaphthalene were subjected to Ullmann coupling using a copper catalyst. The product was purified by a column chromatography to obtain 2-(4-nitrophenyl)naphthalene. The product was reduced using a reduced iron to obtain 2-(4-aminophenyl)naphthalene (yield: 36%). Product: ClC1=CC=C(C=C1)C(=O)C1C(C1)C#N (2-[(4-Chlorophenyl)carbonyl]cyclopropanecarbonitrile). The solvent is C(C)OCC (diethyl ether), C1CCOC1 (THF), O1CCCC1 (tetrahydrofuran). The reactants are solution, Cl[Mg]C1=CC=CC=C1.[Br-] (chlorophenylmagnesium bromide), C(#N)C1C(C1)C(=O)N(C)OC (2-Cyano-N-methoxy-N-methylcyclopropanecarboxamide), [Cl-].[NH4+] (ammonium chloride). RXN SMILES: Cl[Mg][C:3]1[CH:8]=[CH:7][CH:6]=[CH:5][CH:4]=1.[Br-].[C:10]([CH:12]1[CH2:14][CH:13]1[C:15](N(OC)C)=[O:16])#[N:11].[Cl-:21].[NH4+]>C(OCC)C.O1CCCC1>[Cl:21][C:3]1[CH:8]=[CH:7][C:6]([C:15]([CH:13]2[CH2:14][CH:12]2[C:10]#[N:11])=[O:16])=[CH:5][CH:4]=1 |f:0.1,3.4|. Procedure: 3.5 ml (3.50 mmol) of a 1N solution of chlorophenylmagnesium bromide in diethyl ether were introduced into 5 ml of THF at RT under argon, a solution of 490 mg (3.18 mmol) of the compound from Example 73A in 5 ml of tetrahydrofuran was added, and the mixture was heated under reflux for 2 h. Saturated aqueous ammonium chloride solution was added, two extractions with diethyl ether were carried out, and the combined organic phases were dried over sodium sulfate, filtered and concentrated. 714 mg of... Reactants: ClC=1C=C(C(=O)OO)C=CC1 (m- chloroperoxybenzoic acid), C1(=CC=CC=C1)CSC=1NC2=C(C=NC=C2)N1 (2-[[(phenyl)methyl]thio]-1H-imidazo[4,5-c]pyridine). Run in C(Cl)(Cl)Cl (chloroform), C(Cl)(Cl)Cl (chloroform), CO (methanol). Conditions: time 45 minute. The product is C1(=CC=CC=C1)CS(=O)C=1NC2=C(C=NC=C2)N1 (2-[[(Phenyl)methyl]sulfinyl]-1H-imidazo-[4,5-c]pyridine). Reaction SMILES: [C:1]1([CH2:7][S:8][C:9]2[NH:10][C:11]3[CH:16]=[CH:15][N:14]=[CH:13][C:12]=3[N:17]=2)[CH:6]=[CH:5][CH:4]=[CH:3][CH:2]=1.ClC1C=C(C=CC=1)C(OO)=[O:23]>C(Cl)(Cl)Cl.CO>[C:1]1([CH2:7][S:8]([C:9]2[NH:10][C:11]3[CH:16]=[CH:15][N:14]=[CH:13][C:12]=3[N:17]=2)=[O:23])[CH:2]=[CH:3][CH:4]=[CH:5][CH:6]=1. Reported procedure: To a chilled (0°-5° C.) solution of 3.3 g (0.014 mol) of 2-[[(phenyl)methyl]thio]-1H-imidazo[4,5-c]pyridine in 50 mL of chloroform and 5 mL of methanol was added dropwise a solution containing 2.78 g (0.014 mol) of m- chloroperoxybenzoic acid in 50 mL of chloroform. The reaction mixture was then stirred at room temperture for 45 minutes. Approximately one half of the chloroform was removed in a rotary evaporator and the reaction mixture was then poured into 200 mL of ether. The reaction mixture ...